This data is from the Open Reaction Database (ORD), a public repository of structured organic reaction records. The task is: describe an organic reaction: reactants, conditions, products, and yield Reactants: FC1=C(C(=O)NC2=NC(=CC=C2)C(=O)C2CCN(CC2)C)C(=CC(=C1)F)F (2,4,6-trifluoro-N-[6-(1-methyl-piperidine-4-carbonyl)-pyridin-2-yl]-benzamide), FC1=C(C(=O)Cl)C(=CC(=C1)F)F (2,4,6-trifluorobenzoylchloride), hemi-succinate salt, NC1=CC=CC(=N1)C(=O)C1CCN(CC1)C ((6-aminopyridin-2-yl)(1-methylpiperidin-4-yl)methanone). Solvent: ClC1=CC=CC=C1 (chlorobenzene). Yields the product FC1=C(C(=O)NC2NC(CCC2)C(=O)C2CCN(CC2)C)C(=CC(=C1)F)F (2,4,6-trifluoro-N-[6-(1-methyl-piperidin-4-ylcarbonyl)-piperidin-2-yl]benzamide). As a reaction SMILES: [F:1][C:2]1[CH:25]=[C:24]([F:26])[CH:23]=[C:22]([F:27])[C:3]=1[C:4]([NH:6][C:7]1[CH:12]=[CH:11][CH:10]=[C:9]([C:13]([CH:15]2[CH2:20][CH2:19][N:18]([CH3:21])[CH2:17][CH2:16]2)=[O:14])[N:8]=1)=[O:5].NC1N=C(C(C2CCN(C)CC2)=O)C=CC=1.FC1C=C(F)C=C(F)C=1C(Cl)=O>ClC1C=CC=CC=1>[F:1][C:2]1[CH:25]=[C:24]([F:26])[CH:23]=[C:22]([F:27])[C:3]=1[C:4]([NH:6][CH:7]1[CH2:12][CH2:11][CH2:10][CH:9]([C:13]([CH:15]2[CH2:16][CH2:17][N:18]([CH3:21])[CH2:19][CH2:20]2)=[O:14])[NH:8]1)=[O:5]. Procedure: The present invention is directed to a process for preparing 2,4,6-trifluoro-N-[6-(1-methyl-piperidine-4-carbonyl)-pyridin-2-yl]-benzamide or a pharmaceutically acceptable salt thereof e.g., the hemi-succinate salt comprising the step of: reacting (6-aminopyridin-2-yl)(1-methylpiperidin-4-yl)methanone (V) with 2,4,6-trifluorobenzoylchloride in the presence of chlorobenzene to yield 2,4,6-trifluoro-N-[6-(1-methyl-piperidin-4-ylcarbonyl)-piperidin-2-yl]benzamide (VI) hydrochloride.